Dataset: the Open Reaction Database (ORD), a public repository of structured organic reaction records. Task: describe an organic reaction: reactants, conditions, products, and yield Starting materials: ClC(=O)OC1=CC=CC=C1 (Phenyl chloroformate), COC(CN)OC (2,2-dimethoxyethylamine), C([O-])([O-])=O.[K+].[K+] (potassium carbonate). The solvent is O (water). Conditions: time 2 hour. The product is COC(CNC(OC1=CC=CC=C1)=O)OC (phenyl N-(2,2-dimethoxyethyl)carbamate). The yield is 66.7%. As a reaction SMILES: Cl[C:2]([O:4][C:5]1[CH:10]=[CH:9][CH:8]=[CH:7][CH:6]=1)=[O:3].[CH3:11][O:12][CH:13]([O:16][CH3:17])[CH2:14][NH2:15].C(=O)([O-])[O-].[K+].[K+]>O>[CH3:11][O:12][CH:13]([O:16][CH3:17])[CH2:14][NH:15][C:2](=[O:3])[O:4][C:5]1[CH:10]=[CH:9][CH:8]=[CH:7][CH:6]=1 |f:2.3.4|. Procedure: Phenyl chloroformate (1.73 g.) was added to a vigorously stirred solution of 2,2-dimethoxyethylamine (1.05 g.) and potassium carbonate (1.39 g.) in water (20 ml.), and the mixture stirred at room temperature for 2 hours. The mixture was extracted with ether, and the ether extract dried and evaporated to dryness to give phenyl N-(2,2-dimethoxyethyl)carbamate (1.5 g.) which was used without further purification. Starting materials: [N+](=O)(O)[O-] (nitric acid), aqueous solution, P(=O)([O-])([O-])OC[C@H]([C@H]([C@@H]([C@H](C=O)O)O)O)O.[Na+].[Na+] (disodium D-glucose-6-phosphate), cis-[Pt(NH3)2 -(H2O)](NO3)2, [OH-].[Na+] (sodium hydroxide). The solvent is O (water), O (water). Product: P(=O)(O)(O)OC[C@H]([C@H]([C@@H]([C@H](C=O)O)O)O)O (D-glucose-6-phosphate). Reaction SMILES: [OH-].[Na+].[P:3]([O:7][CH2:8][C@@H:9]([OH:18])[C@@H:10]([OH:17])[C@H:11]([OH:16])[C@@H:12]([OH:15])[CH:13]=[O:14])([O-:6])([O-:5])=[O:4].[Na+].[Na+].[N+]([O-])(O)=O>O>[P:3]([O:7][CH2:8][C@@H:9]([OH:18])[C@@H:10]([OH:17])[C@H:11]([OH:16])[C@@H:12]([OH:15])[CH:13]=[O:14])([OH:5])([OH:6])=[O:4] |f:0.1,2.3.4|. Procedure details: To 22.5 ml of a 0.67 M aqueous solution of cis-[Pt(NH3)2 -(H2O)](NO3)2, the pH of which had been adjusted to 4 with sodium hydroxide, there was added 4.23 grams disodium D-glucose-6-phosphate dissolved in 30 ml of water. The pH of the reaction mixture was then adjusted to 5.0 using 2 M nitric acid. The solution was stoppered, and stirred for 42 days as in the previous examples. The above-identified, water-soluble blue complex was isolated by the method described in Example 1 in a yield of 2.69 g...